describe an organic reaction: reactants, conditions, products, and yield From a dataset of the Open Reaction Database (ORD), a public repository of structured organic reaction records. The reactants are ClC=1C=C(C(=O)OO)C=CC1 (3-chloroperoxybenzoic acid), C(C)SC1=NC(=CC=C1C1=NC=2C(=NC=C(C2)C(F)(F)F)N1C)C(F)(F)F (2-(2-ethylsulfanyl-6-trifluoromethylpyridin-3-yl)-3-methyl-6-trifluoromethyl-3H-imidazo[4,5-b]pyridine), S(=S)(=O)([O-])[O-].[Na+].[Na+] (sodium thiosulfate). Run in C(Cl)(Cl)Cl (chloroform). Reaction conditions: time 1 hour. Yields the product C(C)S(=O)(=O)C1=NC(=CC=C1C1=NC=2C(=NC=C(C2)C(F)(F)F)N1C)C(F)(F)F (2-(2-ethylsulfonyl-6-trifluoromethylpyridin-3-yl)-3-methyl-6-trifluoromethyl-3H-imidazo[4,5-b]pyridine). Reaction SMILES: Cl[C:2]1C=C(C=C[CH:11]=1)C(OO)=O.C(S[C:15]1[C:20]([C:21]2[N:33]([CH3:34])[C:24]3=[N:25][CH:26]=[C:27]([C:29]([F:32])([F:31])[F:30])[CH:28]=[C:23]3[N:22]=2)=[CH:19][CH:18]=[C:17]([C:35]([F:38])([F:37])[F:36])[N:16]=1)C.[S:39]([O-:43])([O-])(=[O:41])=S.[Na+].[Na+]>C(Cl)(Cl)Cl>[CH2:2]([S:39]([C:15]1[C:20]([C:21]2[N:33]([CH3:34])[C:24]3=[N:25][CH:26]=[C:27]([C:29]([F:30])([F:31])[F:32])[CH:28]=[C:23]3[N:22]=2)=[CH:19][CH:18]=[C:17]([C:35]([F:37])([F:38])[F:36])[N:16]=1)(=[O:43])=[O:41])[CH3:11] |f:2.3.4|. Reported procedure: 542 mg of 3-chloroperoxybenzoic acid (purity of 65% or more) was added to a mixture of 416 mg of 2-(2-ethylsulfanyl-6-trifluoromethylpyridin-3-yl)-3-methyl-6-trifluoromethyl-3H-imidazo[4,5-b]pyridine and 5 ml of chloroform, and the mixture was stirred at room temperature for 1 hour, then allowed to stand at room temperature overnight. A 10% aqueous sodium thiosulfate solution was poured to the reaction mixture, and the mixture was extracted with chloroform. The organic layer was washed with a sa... Product: OC1=CC=C(C=C1)C=1CNCC1 (3-(4-Hydroxyphenyl)-3-pyrroline). Procedure: (±)-3-(3-hydroxyphenyl)-2-methyl-3-pyrroline·HCl (3n), mp 202° C. (from propanol-2). Reactants: OC=1C=C(C=CC1)C=1C(NCC1)C.Cl ((±)-3-(3-hydroxyphenyl)-2-methyl-3-pyrroline·HCl), CC(C)O (propanol-2). As a reaction SMILES: O[C:2]1[CH:3]=[C:4]([C:8]2[CH:9](C)[NH:10][CH2:11][CH:12]=2)[CH:5]=[CH:6][CH:7]=1.Cl.CC([OH:18])C>>[OH:18][C:7]1[CH:6]=[CH:5][C:4]([C:8]2[CH2:9][NH:10][CH2:11][CH:12]=2)=[CH:3][CH:2]=1 |f:0.1|. The reactants are CN(CC(=O)O)C1=CC=CC=C1 (N-methyl-phenylglycine), C(C)(=O)Cl (acetyl chloride). Solvent: CO (methanol). Product: Cl.COC(CN(C)C1=CC=CC=C1)=O (N-Methyl-phenylglycine methyl ester hydrochloride). Isolated yield 94.0%. As a reaction SMILES: [CH3:1][N:2]([C:7]1[CH:12]=[CH:11][CH:10]=[CH:9][CH:8]=1)[CH2:3][C:4]([OH:6])=[O:5].[C:13]([Cl:16])(=O)C>CO>[ClH:16].[CH3:13][O:5][C:4](=[O:6])[CH2:3][N:2]([C:7]1[CH:12]=[CH:11][CH:10]=[CH:9][CH:8]=1)[CH3:1] |f:3.4|. Procedure details: Prepared by Method A of Example 19 but using N-methyl-phenylglycine (prepared in turn from 2-chlorophenylacetic acid and methylamine) (3.5 g) methanol (20 ml) and acetyl chloride (40 ml) over 48 hours. The title compound was obtained in 94% yield, after trituration with methanol, as a white solid. Reactants: [H-].[Na+] (Sodium hydride), C(C)(=O)OCC (Ethyl acetate), C(C1=CC=CC=C1)OC(=O)N1[C@H](C(NC[C@H]1C)=O)C ((2S, 6R)-2,6-Dimethyl-3-oxo-piperazine-1-carboxylic acid benzyl ester), BrCC1=CC=C2C(=CC=NC2=C1)Cl (7-bromomethyl-4-chloro-quinoline). The solvent is C1CCOC1 (THF), CN(C)C=O (DMF). Reaction conditions: time 4 hour. Yields the product C(C1=CC=CC=C1)OC(=O)N1[C@H](C(N(C[C@H]1C)CC1=CC=C2C(=CC=NC2=C1)Cl)=O)C ((2S,6R)-4-(4-chloro-quinolin-7-ylmethyl)-2,6-dimethyl-3-oxo-piperazine-1-carboxylic acid benzyl ester). Isolated yield 83.0%. RXN SMILES: [CH2:1]([O:8][C:9]([N:11]1[C@H:16]([CH3:17])[CH2:15][NH:14][C:13](=[O:18])[C@@H:12]1[CH3:19])=[O:10])[C:2]1[CH:7]=[CH:6][CH:5]=[CH:4][CH:3]=1.[H-].[Na+].Br[CH2:23][C:24]1[CH:33]=[C:32]2[C:27]([C:28]([Cl:34])=[CH:29][CH:30]=[N:31]2)=[CH:26][CH:25]=1.C(OCC)(=O)C>C1COCC1.CN(C=O)C>[CH2:1]([O:8][C:9]([N:11]1[C@H:16]([CH3:17])[CH2:15][N:14]([CH2:23][C:24]2[CH:33]=[C:32]3[C:27]([C:28]([Cl:34])=[CH:29][CH:30]=[N:31]3)=[CH:26][CH:25]=2)[C:13](=[O:18])[C@@H:12]1[CH3:19])=[O:10])[C:2]1[CH:3]=[CH:4][CH:5]=[CH:6][CH:7]=1 |f:1.2|. Procedure: (2S, 6R)-2,6-Dimethyl-3-oxo-piperazine-1-carboxylic acid benzyl ester (750 mg, 2.86 mmol) is dissolved in 20 mL of THF and 2 mL of DMF. Sodium hydride (60%, 142.6 mg, 6.20 mmol) is added at 0° C., and the reaction is left to stir at room temperature for thirty minutes at which time the 7-bromomethyl-4-chloro-quinoline (952 mg, 3.72 mmol) is added. The reaction is complete after stirring for four hours. Ethyl acetate (200 mL) is added to the mixture, and the reaction is quenched with 3 mL of H2O.... The reactants are ClCCCOC1=CC=C(C=C1)C1=C(C=C(C=C1)C#N)C (4′-(3-chloropropoxy)-2-methyl-1,1′-biphenyl-4-carbonitrile), CN([C@H]1CNCC1)C ((3R)-N,N-dimethyl-3-pyrrolidinamine). Product: CN([C@H]1CN(CC1)CCCOC1=CC=C(C=C1)C1=C(C=C(C=C1)C#N)C)C (4′-{3-[(3R)-3-(dimethylamino)-1-pyrrolidinyl]propoxy}-2-methyl-1,1′-biphenyl-4-carbonitrile). The yield is 55.0%. Reaction SMILES: Cl[CH2:2][CH2:3][CH2:4][O:5][C:6]1[CH:11]=[CH:10][C:9]([C:12]2[CH:17]=[CH:16][C:15]([C:18]#[N:19])=[CH:14][C:13]=2[CH3:20])=[CH:8][CH:7]=1.[CH3:21][N:22]([CH3:28])[C@@H:23]1[CH2:27][CH2:26][NH:25][CH2:24]1>>[CH3:21][N:22]([CH3:28])[C@@H:23]1[CH2:27][CH2:26][N:25]([CH2:2][CH2:3][CH2:4][O:5][C:6]2[CH:11]=[CH:10][C:9]([C:12]3[CH:17]=[CH:16][C:15]([C:18]#[N:19])=[CH:14][C:13]=3[CH3:20])=[CH:8][CH:7]=2)[CH2:24]1. Procedure: The product from Example 165C and (3R)-N,N-dimethyl-3-pyrrolidinamine were processed as described in Example 164D to provide the title compound (55% yield). 1HNMR (300 MHz, CDCl3) δ1.65 (m, 2H), 1.81 (bs, 2H), 2.00-2.85 (m, 15H), 3.0 (m, 1H), 4.13 (bs, 2H), 6.90-7.54 (m, 7H); MS (ESI) m/z 364 (M+H)+. Starting materials: ClC1=NC(=C2N=CN(C2=N1)C1CCCC1)Cl (2,6-dichloro-9-cyclopentylpurine), COC1=C(CN)C=CC(=C1)OC (2,4-dimethoxybenzylamine). Run in C(C)N(CC)CC (triethylamine). The product is ClC1=NC(=C2N=CN(C2=N1)C1CCCC1)NCC1=C(C=C(C=C1)OC)OC (2-Chloro-6-[(2,4-dimethoxybenzyl)amino]-9-cyclopentylpurine). As a reaction SMILES: [Cl:1][C:2]1[N:10]=[C:9]2[C:5]([N:6]=[CH:7][N:8]2[CH:11]2[CH2:15][CH2:14][CH2:13][CH2:12]2)=[C:4](Cl)[N:3]=1.[CH3:17][O:18][C:19]1[CH:26]=[C:25]([O:27][CH3:28])[CH:24]=[CH:23][C:20]=1[CH2:21][NH2:22]>C(N(CC)CC)C>[Cl:1][C:2]1[N:10]=[C:9]2[C:5]([N:6]=[CH:7][N:8]2[CH:11]2[CH2:15][CH2:14][CH2:13][CH2:12]2)=[C:4]([NH:22][CH2:21][C:20]2[CH:23]=[CH:24][C:25]([O:27][CH3:28])=[CH:26][C:19]=2[O:18][CH3:17])[N:3]=1. Procedure: 2-Chloro-6-[(2,4-dimethoxybenzyl)amino]-9-cyclopentylpurine is prepared from 2,6-dichloro-9-cyclopentylpurine, 2,4-dimethoxybenzylamine, and triethylamine essentially as described above in Example 1, Scheme A, step b. The reactants are CN1CC=C(c2c[nH]c3ccc(Br)cc23)CC1, [H][H], C1CCOC1, O=[Pt]. Yields the product CN1CCC(c2c[nH]c3ccc(Br)cc23)CC1. RXN SMILES: [Br:1][c:2]1[cH:3][c:4]2[c:5]([C:11]3=[CH:16][CH2:15][N:14]([CH3:17])[CH2:13][CH2:12]3)[cH:6][nH:7][c:8]2[cH:9][cH:10]1.[H:18][H:19].[O:20]1[CH2:21][CH2:22][CH2:23][CH2:24]1.[Pt:25]=[O:26]>>[Br:1][c:2]1[cH:3][c:4]2[c:5]([CH:11]3[CH2:12][CH2:13][N:14]([CH3:17])[CH2:15][CH2:16]3)[cH:6][nH:7][c:8]2[cH:9][cH:10]1. Starting materials: COC1=CC=C(C=C1)C(C(C1=CC=C(C=C1)C#N)N1C=NC=C1)(O)C1=CC=C(C=C1)OC (2,2-Bis-(4-methoxyphenyl)-2-hydroxy-1-(1-imidazolyl)-1-(4-cyanophenyl)-ethane). The solvent is S(=O)(Cl)Cl (thionyl chloride). Conditions: time 36 hour. The product is COC1=CC=C(C=C1)C(=C(C1=CC=C(C=C1)C#N)N1C=NC=C1)C1=CC=C(C=C1)OC (2,2-bis-(4-methoxyphenyl)-1-(1-imidazolyl)-1-(4-cyanophenyl)-ethylene). Reaction SMILES: [CH3:1][O:2][C:3]1[CH:8]=[CH:7][C:6]([C:9]([C:25]2[CH:30]=[CH:29][C:28]([O:31][CH3:32])=[CH:27][CH:26]=2)(O)[CH:10]([N:19]2[CH:23]=[CH:22][N:21]=[CH:20]2)[C:11]2[CH:16]=[CH:15][C:14]([C:17]#[N:18])=[CH:13][CH:12]=2)=[CH:5][CH:4]=1>S(Cl)(Cl)=O>[CH3:32][O:31][C:28]1[CH:29]=[CH:30][C:25]([C:9]([C:6]2[CH:5]=[CH:4][C:3]([O:2][CH3:1])=[CH:8][CH:7]=2)=[C:10]([N:19]2[CH:23]=[CH:22][N:21]=[CH:20]2)[C:11]2[CH:12]=[CH:13][C:14]([C:17]#[N:18])=[CH:15][CH:16]=2)=[CH:26][CH:27]=1. Reported procedure: 2,2-Bis-(4-methoxyphenyl)-2-hydroxy-1-(1-imidazolyl)-1-(4-cyanophenyl)-ethane (10.2 g) is dissolved in thionyl chloride (25 mL) and the solution is stirred at room temperature for 36 hours. The solvent is evaporated and the residue is chromatographed on silica gel (250 g). Elution with ethyl acetate affords the crystalline 2,2-bis-(4-methoxyphenyl)-1-(1-imidazolyl)-1-(4-cyanophenyl)-ethylene. The compound has m.p. 174°-176° after recrystallization from isopropanol.